Dataset: the Open Reaction Database (ORD), a public repository of structured organic reaction records. Task: describe an organic reaction: reactants, conditions, products, and yield Starting materials: ClC1=NC(=NC(=C1CC#N)N(C)C)CC1=CC=C(C=C1)NC(=O)C1=CC2=CC=CC=C2C=C1 (N-(4-{[4-chloro-5-(cyanomethyl)-6-(dimethylamino)pyrimidin-2-yl]methyl}phenyl)-2-naphthamide), [N-]=[N+]=[N-].[Na+] (sodium azide), CC(C)O (2-propanol). Reagents/catalysts: [Br-].[Br-].[Zn+2] (zinc dibromide). Solvent: O1CCOCC1 (1,4-dioxane), O (water), O (water), CCOC(=O)C (EtOAc). Reaction conditions: time 2 hour. The product is ClC1=NC(=NC(=C1CC1=NN=NN1)N(C)C)CC1=CC=C(C=C1)NC(=O)C1=CC2=CC=CC=C2C=C1 (N-(4-{[4-chloro-6-(dimethylamino)-5-(1H-tetrazol-5-ylmethyl)pyrimidin-2-yl]methyl}-phenyl)-2-naphthamide). Isolated yield 31.2%. Reaction SMILES: [Cl:1][C:2]1[C:7]([CH2:8][C:9]#[N:10])=[C:6]([N:11]([CH3:13])[CH3:12])[N:5]=[C:4]([CH2:14][C:15]2[CH:20]=[CH:19][C:18]([NH:21][C:22]([C:24]3[CH:33]=[CH:32][C:31]4[C:26](=[CH:27][CH:28]=[CH:29][CH:30]=4)[CH:25]=3)=[O:23])=[CH:17][CH:16]=2)[N:3]=1.[N-:34]=[N+:35]=[N-:36].[Na+].CC(O)C>[Br-].[Br-].[Zn+2].O.CCOC(C)=O.O1CCOCC1>[Cl:1][C:2]1[C:7]([CH2:8][C:9]2[NH:36][N:35]=[N:34][N:10]=2)=[C:6]([N:11]([CH3:13])[CH3:12])[N:5]=[C:4]([CH2:14][C:15]2[CH:20]=[CH:19][C:18]([NH:21][C:22]([C:24]3[CH:33]=[CH:32][C:31]4[C:26](=[CH:27][CH:28]=[CH:29][CH:30]=4)[CH:25]=3)=[O:23])=[CH:17][CH:16]=2)[N:3]=1 |f:1.2,4.5.6|. Procedure details: A solution containing N-(4-{[4-chloro-5-(cyanomethyl)-6-(dimethylamino)pyrimidin-2-yl]methyl}phenyl)-2-naphthamide (0.279 g, 0.61 mmol), sodium azide (0.159 g, 2.44 mmol), zinc dibromide (0.345 g, 1.55 mmol), 2-propanol (2.7 mL), water (4 mL), and 1,4-dioxane (5 mL) was heated at reflux for 24 hours. After cooling to room temperature, EtOAc (4 mL) was added and stirring was continued for 2 hours. The resulting mixture was poured into water and the precipitate thus formed was collected by suction... Reactants: [OH-].[Mg+2].[OH-] (magnesium hydroxide), ONCCCP(O)(O)=O (3-(N-hydroxyamino)propylphosphonic acid), C(C)(=O)OC(C)=O (acetic anhydride), C(=O)O (formic acid). Solvent: O (water). Product: C(=O)N(O)CCCP(O)(O)=O (3-(N-formyl-N-hydroxyamino)propylphosphonic acid). The yield is 65.8%. RXN SMILES: [OH:1][NH:2][CH2:3][CH2:4][CH2:5][P:6](=[O:9])([OH:8])[OH:7].[C:10](OC(=O)C)(=[O:12])C.C(O)=O.[OH-].[Mg+2].[OH-]>O>[CH:10]([N:2]([CH2:3][CH2:4][CH2:5][P:6](=[O:8])([OH:7])[OH:9])[OH:1])=[O:12] |f:3.4.5|. Reported procedure: An oily 3-(N-formyl-N-hydroxyamino)propylphosphonic acid (12.05 g.), which was prepared by the reaction of 3-(N-hydroxyamino)propylphosphonic acid (15.5 g.), acetic anhydride (12.3 g.) and formic acid (9.8 ml.) conducted in substantially the same manner as that of Example (31), was dissolved in water (80 ml.) and treated with magnesium hydroxide (5.83 g.) for 15 minutes under ice-cooling with stirring. As a reaction SMILES: [CH3:16][OH:17].[N+:1]([O-:2])(=[O:3])[c:4]1[cH:5][cH:6][c:7]2[c:8]([cH:15]1)[O:9][CH:10]([CH2:13][OH:14])[CH2:11][O:12]2>>[NH2:1][c:4]1[cH:5][cH:6][c:7]2[c:8]([cH:15]1)[O:9][CH:10]([CH2:13][OH:14])[CH2:11][O:12]2. Starting materials: CO, O=[N+]([O-])c1ccc2c(c1)OC(CO)CO2. Product: Nc1ccc2c(c1)OC(CO)CO2.